Dataset: the Open Reaction Database (ORD), a public repository of structured organic reaction records. Task: describe an organic reaction: reactants, conditions, products, and yield Reactants: ClC1=C(C(=C2C=CC(=NC2=C1)C)C1=CC=C(C=C1)Cl)O (7-chloro-5-(4-chlorophenyl)-2-methylquinolin-6-ol), BrC1=C2C=CC=NC2=CC(=C1O)C (5-bromo-7-methylquinolin-6-ol). The product is ClC1=CC=C(C=C1)C1=C2C=CC=NC2=CC(=C1O)C (5-(4-chlorophenyl)-7-methylquinolin-6-ol). As a reaction SMILES: Cl[C:2]1[CH:11]=[C:10]2[C:5]([CH:6]=[CH:7][C:8](C)=[N:9]2)=[C:4]([C:13]2[CH:18]=[CH:17][C:16]([Cl:19])=[CH:15][CH:14]=2)[C:3]=1[OH:20].Br[C:22]1C(O)=C(C)C=C2C=1C=CC=N2>>[Cl:19][C:16]1[CH:15]=[CH:14][C:13]([C:4]2[C:3]([OH:20])=[C:2]([CH3:22])[CH:11]=[C:10]3[C:5]=2[CH:6]=[CH:7][CH:8]=[N:9]3)=[CH:18][CH:17]=1. Procedure: Compound 3E was prepared following the procedure used to prepare compound 1E of Example 1, except that 5-bromo-7-methylquinolin-6-ol (3D) was used instead of compound 1D. Reactants: COC(=O)C1=C(C2=C(S1)C=CC(=C2)OCC2=CC(=CC=C2)OCC2=NC1=CC=CC=C1C=C2)C (methyl-3-methyl-5-[3-(2quinolinylmethyloxy)benzyloxy]benzo(b)thiophene-2-carboxylate), O.[OH-].[Li+] (lithium hydroxide monohydrate). The solvent is C1CCOC1 (THF), CO (methanol), O (water). Run at time 16 hour. Product: CC=1C2=C(SC1C(=O)O)C=CC(=C2)OCC2=CC(=CC=C2)OCC2=NC1=CC=CC=C1C=C2 (3-methyl 5-[3(2-quinolinylmethyloxy)-benzyloxy]benzo(b)thiophene -2-carboxylic acid). RXN SMILES: C[O:2][C:3]([C:5]1[S:9][C:8]2[CH:10]=[CH:11][C:12]([O:14][CH2:15][C:16]3[CH:21]=[CH:20][CH:19]=[C:18]([O:22][CH2:23][C:24]4[CH:33]=[CH:32][C:31]5[C:26](=[CH:27][CH:28]=[CH:29][CH:30]=5)[N:25]=4)[CH:17]=3)=[CH:13][C:7]=2[C:6]=1[CH3:34])=[O:4].O.[OH-].[Li+]>C1COCC1.CO.O>[CH3:34][C:6]1[C:7]2[CH:13]=[C:12]([O:14][CH2:15][C:16]3[CH:21]=[CH:20][CH:19]=[C:18]([O:22][CH2:23][C:24]4[CH:33]=[CH:32][C:31]5[C:26](=[CH:27][CH:28]=[CH:29][CH:30]=5)[N:25]=4)[CH:17]=3)[CH:11]=[CH:10][C:8]=2[S:9][C:5]=1[C:3]([OH:4])=[O:2] |f:1.2.3|. Reported procedure: To a stirred solution of methyl-3-methyl-5-[3-(2quinolinylmethyloxy)benzyloxy]benzo(b)thiophene-2-carboxylate (355 mg, 0.76 mmol) in THF (10 ml), methanol (10 ml) and water (10 ml) at room temperature is added lithium hydroxide monohydrate (156 mg, 3.71 mmol). The resulting solution is stirred for 16 hours and concentrated. The residue is suspended in water and washed with ether. The aqueous layer is acidified to pH 3. The precipitated solid is filtered, washed with water and methylene chloride ... The reactants are FC1=C(C(=CC2=C1N=CS2)C(=O)NOCCOC=C)NC2=C(C=C(C=C2)I)F (4-Fluoro-5-((2-fluoro-4-iodophenyl)amino)-N-(2-(vinyloxy)ethoxy)benzo[d]thiazole-6-carboxamide), Cl (HCl), OS(=O)(=O)O (H2SO4), FC(C(=O)O)(F)F (trifluoroacetic acid), aliphatic and aromatic hydrocarbon, aliphatic and aromatic halo-hydrocarbon, ketone, ester, nitrile, amide, S1(=O)(=O)CCCC1 (sulfolane). Solvent: ClCCCl (1,2-dichloroethane), ClCCl (dichloromethane), CN1CCCN(C1=O)C (DMPU), CN(C)P(=O)(N(C)C)N(C)C (HMPA), CS(=O)C (DMSO), CCOCC (ether). The product is FC1=C(C(=CC2=C1N=CO2)C(=O)NOCCO)NC2=C(C=C(C=C2)I)F (4-Fluoro-5-((2-fluoro-4-iodophenyl)amino)-N-(2-hydroxy ethoxy)benzo[d]oxazole-6-carboxamide). RXN SMILES: [F:1][C:2]1[C:7]2[N:8]=[CH:9]S[C:6]=2[CH:5]=[C:4]([C:11]([NH:13][O:14][CH2:15][CH2:16][O:17]C=C)=[O:12])[C:3]=1[NH:20][C:21]1[CH:26]=[CH:25][C:24]([I:27])=[CH:23][C:22]=1[F:28].Cl.[OH:30]S(O)(=O)=O.FC(F)(F)C(O)=O.S1(CCCC1)(=O)=O>ClCCCl.ClCCl.CN1C(=O)N(C)CCC1.CN(P(N(C)C)(N(C)C)=O)C.CS(C)=O.CCOCC>[F:1][C:2]1[C:7]2[N:8]=[CH:9][O:30][C:6]=2[CH:5]=[C:4]([C:11]([NH:13][O:14][CH2:15][CH2:16][OH:17])=[O:12])[C:3]=1[NH:20][C:21]1[CH:26]=[CH:25][C:24]([I:27])=[CH:23][C:22]=1[F:28]. Procedure: 4-Fluoro-5-((2-fluoro-4-iodophenyl)amino)-N-(2-(vinyloxy)ethoxy)benzo[d]thiazole-6-carboxamide can be reacted in the presence of acid (such as HCl, H2SO4, trifluoroacetic acid) in appropriate solvent (include aliphatic and aromatic hydrocarbon (such as pentane, hexane, heptane, cyclohexane, petroleum ether, petrol, gasoline, benzene, toluene, xylene), aliphatic and aromatic halo-hydrocarbon (such as dichloromethane, 1,2-dichloroethane, chloroform, phenixin, chlorobenzene, o-dichlorobenzene), eth... Reported procedure: A mixture of 0.7 g of 6-acetyl-2-(2-chloroethyl)-3-ethyl-4,5,6,7-tetrahydrothieno[2,3-c]pyridine, 0.7 g of 4-(6-fluorobenzo(b)thiophen-3-yl)piperidine hydrochloride, 1.8 g of potassium carbonate and 0.6 g of potassium iodide in 25 ml of dimethylformamide and 25 ml of toluene was stirred at 70° C. for 7 hours and poured into water. The toluene layer was washed with water, dried over magnesium and concentrated. The residue was purified by column chromatography on a silica gel and dissolved in etha... RXN SMILES: [C:1]([N:4]1[CH2:9][CH2:8][C:7]2[C:10]([CH2:16][CH3:17])=[C:11]([CH2:13][CH2:14][Cl:15])[S:12][C:6]=2[CH2:5]1)(=[O:3])[CH3:2].Cl.[F:19][C:20]1[CH:21]=[CH:22][C:23]2[C:27]([CH:28]3[CH2:33][CH2:32][NH:31][CH2:30][CH2:29]3)=[CH:26][S:25][C:24]=2[CH:34]=1.C(=O)([O-])[O-].[K+].[K+].[I-].[K+]>CN(C)C=O.C1(C)C=CC=CC=1.O>[ClH:15].[C:1]([N:4]1[CH2:9][CH2:8][C:7]2[C:10]([CH2:16][CH3:17])=[C:11]([CH2:13][CH2:14][N:31]3[CH2:32][CH2:33][CH:28]([C:27]4[C:23]5[CH:22]=[CH:21][C:20]([F:19])=[CH:34][C:24]=5[S:25][CH:26]=4)[CH2:29][CH2:30]3)[S:12][C:6]=2[CH2:5]1)(=[O:3])[CH3:2] |f:1.2,3.4.5,6.7,11.12|. The yield is 34.5%. Reactants: C(C)(=O)N1CC2=C(CC1)C(=C(S2)CCCl)CC (6-acetyl-2-(2-chloroethyl)-3-ethyl-4,5,6,7-tetrahydrothieno[2,3-c]pyridine), Cl.FC=1C=CC2=C(SC=C2C2CCNCC2)C1 (4-(6-fluorobenzo(b)thiophen-3-yl)piperidine hydrochloride), C([O-])([O-])=O.[K+].[K+] (potassium carbonate), [I-].[K+] (potassium iodide). Run at temperature 70 celsius, time 7 hour. The solvent is CN(C=O)C (dimethylformamide), C1(=CC=CC=C1)C (toluene), O (water). Yields the product Cl.C(C)(=O)N1CC2=C(CC1)C(=C(S2)CCN2CCC(CC2)C=2C1=C(SC2)C=C(C=C1)F)CC (6-acetyl-3-ethyl-2-(2-(4-(6-fluorobenzo-(b)thiophen-3-yl)piperidin-1-yl)ethyl)-4,5,6,7-tetrahydrothieno[2,3-c]pyridine hydrochloride). The reactants are NC=1C=C(OC2=CC=C(C=C2)C=2N=C(N3C2C(=NC=C3)N)C3CCC3)C=CC1 (1-[4-(3-aminophenoxy)-phenyl]-3-cyclobutylimidazo[1,5-a]pyrazin-8-ylamine), C1(CCC1)C1=NC(=C2N1C=CN=C2N)C2=CC=C(C=C2)OC2=C(C=CC=C2)[N+](=O)[O-] (3-cyclobutyl-1-[4-(2-nitro-phenoxy)-phenyl]-imidazo[1,5-a]pyrazin-8-ylamine). Product: NC1=C(OC2=CC=C(C=C2)C=2N=C(N3C2C(=NC=C3)N)C3CCC3)C=CC=C1 (1-[4-(2-Amino-phenoxy)-phenyl]-3-cyclobutyl-imidazo[1,5-a]pyrazin-8-ylamine). Reaction SMILES: NC1C=C(C=CC=1)OC1C=CC(C2N=C(C3CCC3)N3C=CN=C(N)C=23)=CC=1.[CH:29]1([C:33]2[N:37]3[CH:38]=[CH:39][N:40]=[C:41]([NH2:42])[C:36]3=[C:35]([C:43]3[CH:48]=[CH:47][C:46]([O:49][C:50]4[CH:55]=[CH:54][CH:53]=[CH:52][C:51]=4[N+:56]([O-])=O)=[CH:45][CH:44]=3)[N:34]=2)[CH2:32][CH2:31][CH2:30]1>>[NH2:56][C:51]1[CH:52]=[CH:53][CH:54]=[CH:55][C:50]=1[O:49][C:46]1[CH:47]=[CH:48][C:43]([C:35]2[N:34]=[C:33]([CH:29]3[CH2:30][CH2:31][CH2:32]3)[N:37]3[CH:38]=[CH:39][N:40]=[C:41]([NH2:42])[C:36]=23)=[CH:44][CH:45]=1. Procedure: Prepared according to a procedure analogous to that described for 1-[4-(3-aminophenoxy)-phenyl]-3-cyclobutylimidazo[1,5-a]pyrazin-8-ylamine, except using 3-cyclobutyl-1-[4-(2-nitro-phenoxy)-phenyl]-imidazo[1,5-a]pyrazin-8-ylamine. RXN SMILES: [C:1]([N:4]1[CH2:9][CH2:8][N:7]([C:10]([O:12][C:13]([CH3:16])([CH3:15])[CH3:14])=[O:11])[CH2:6][CH2:5]1)(=[S:3])[NH2:2].[Cl:17][CH2:18][C:19]([CH2:21]Cl)=O.C(=O)(O)[O-].[Na+]>ClCCCl.C(Cl)(Cl)Cl>[Cl:17][CH2:18][C:19]1[N:2]=[C:1]([N:4]2[CH2:5][CH2:6][N:7]([C:10]([O:12][C:13]([CH3:16])([CH3:15])[CH3:14])=[O:11])[CH2:8][CH2:9]2)[S:3][CH:21]=1 |f:2.3|. Run at temperature 70 celsius, time 18 hour. The solvent is C(Cl)(Cl)Cl (chloroform), ClCCCl (1,2-dichloroethane). Product: ClCC=1N=C(SC1)N1CCN(CC1)C(=O)OC(C)(C)C (tert-butyl 4-(4-chloromethylthiazol-2-yl)piperazine-1-carboxylate). Yield: 98.5%. Procedure details: A solution of tert-butyl 4-thiocarbamoylpiperazine-1-carboxylate (650 mg, 2.65 mmol) and 1,3-dichloroacetone (672 mg, 5.3 mmol) in 1,2-dichloroethane was treated with sodium bicarbonate (22 mg, 2.65 mmol). The reaction mixture was stirred at 70° C. for 18 hours and then diluted with chloroform. The dilution was washed with water and brine, dried over sodium sulfate and concentrated. Product was purified from the residue on a silica gel column, using ethyl acetate/hexanes (3/7) as eluent, to prov... Reactants: C(N)(=S)N1CCN(CC1)C(=O)OC(C)(C)C (tert-butyl 4-thiocarbamoylpiperazine-1-carboxylate), ClCC(=O)CCl (1,3-dichloroacetone), C([O-])(O)=O.[Na+] (sodium bicarbonate). Starting materials: C1COCCN1, CCN=C=NCCCN(C)C, Cl, CN(C)C=O, O, O=C(O)COc1cccc(O)c1, On1nnc2ccccc21. Yields the product O=C(COc1cccc(O)c1)N1CCOCC1. Reaction SMILES: [CH2:36]1[CH2:37][O:38][CH2:39][CH2:40][NH:41]1.[CH3:14][N:15]([CH3:16])[CH2:17][CH2:18][CH2:19][N:20]=[C:21]=[N:22][CH2:23][CH3:24].[ClH:13].[O:42]=[CH:43][N:44]([CH3:45])[CH3:46].[OH2:25].[OH:1][c:2]1[cH:3][c:4]([O:5][CH2:6][C:7](=[O:8])[OH:9])[cH:10][cH:11][cH:12]1.[n:26]1([OH:27])[c:28]2[cH:29][cH:30][cH:31][cH:32][c:33]2[n:34][n:35]1>>[OH:1][c:2]1[cH:3][c:4]([O:5][CH2:6][C:7](=[O:9])[N:41]2[CH2:36][CH2:37][O:38][CH2:39][CH2:40]2)[cH:10][cH:11][cH:12]1.